This data is from the Open Reaction Database (ORD), a public repository of structured organic reaction records. The task is: describe an organic reaction: reactants, conditions, products, and yield Starting materials: N(C1=CC=CC=C1)C(C)O (anilinoethanol), CI (methyl iodide). The solvent is C(C)O (ethanol). Run at time 8 hour. Yields the product CN(C1=CC=CC=C1)C(C)O (N-methyl anilinoethanol). Reaction SMILES: [NH:1]([CH:8]([OH:10])[CH3:9])[C:2]1[CH:7]=[CH:6][CH:5]=[CH:4][CH:3]=1.[CH3:11]I>C(O)C>[CH3:11][N:1]([CH:8]([OH:10])[CH3:9])[C:2]1[CH:7]=[CH:6][CH:5]=[CH:4][CH:3]=1. Procedure details: In a 250 ml container, take 50 g (0.365 mole) of 2 N anilinoethanol, 52.5 g (0.35 mole) of methyl iodide and 66 ml of ethanol. The solution is left overnight under ethanol reflux. The reactants are CCN(CC)S(F)(F)F, ClCCl, CC(CO)CC1CC(=O)N(C(C)c2ccccc2)C1. The product is CC(CF)CC1CC(=O)N(C(C)c2ccccc2)C1. Reaction SMILES: [CH2:1]([N:2]([S:3]([F:4])([F:5])[F:7])[CH2:6][CH3:8])[CH3:9].[Cl:29][CH2:30][Cl:31].[OH:10][CH2:11][CH:12]([CH2:13][CH:14]1[CH2:15][C:16](=[O:27])[N:17]([CH:19]([CH3:20])[c:21]2[cH:22][cH:23][cH:24][cH:25][cH:26]2)[CH2:18]1)[CH3:28]>>[F:7][CH2:11][CH:12]([CH2:13][CH:14]1[CH2:15][C:16](=[O:27])[N:17]([CH:19]([CH3:20])[c:21]2[cH:22][cH:23][cH:24][cH:25][cH:26]2)[CH2:18]1)[CH3:28]. Reactants: CC#N, NC1CCCCC1, CCOC(=O)c1cnc2c(cnn2CC)c1Cl. Product: CCOC(=O)c1cnc2c(cnn2CC)c1NC1CCCCC1. Reaction SMILES: [CH3:25][C:26]#[N:27].[CH:1]1([NH2:7])[CH2:2][CH2:3][CH2:4][CH2:5][CH2:6]1.[Cl:8][c:9]1[c:10]2[c:11]([n:12][cH:13][c:14]1[C:15](=[O:16])[O:17][CH2:18][CH3:19])[n:20]([CH2:23][CH3:24])[n:21][cH:22]2>>[CH:1]1([NH:7][c:9]2[c:10]3[c:11]([n:12][cH:13][c:14]2[C:15](=[O:16])[O:17][CH2:18][CH3:19])[n:20]([CH2:23][CH3:24])[n:21][cH:22]3)[CH2:2][CH2:3][CH2:4][CH2:5][CH2:6]1. Reactants: solution, C(C)(C)[Mg]Cl (isopropylmagnesium chloride), ice, C(C)(C)(C)[Si](OC1CC(C1)N1N=CC(=C1)I)(C)C (1-[3-(tert-butyl-dimethyl-silanyloxy)-cyclobutyl]-4-iodo-1H-pyrazole), C(C)(C)(C)[Si](OC1CC(C1)N1N=CC(=C1)I)(C)C (1-[3-(tert-butyl-dimethyl-silanyloxy)-cyclobutyl]-4-iodo-1H-pyrazole), COB1OC(C(O1)(C)C)(C)C (2-Methoxy-4,4,5,5-tetramethyl-1,3,2-dioxaborolane). The solvent is C1CCOC1 (THF), C1CCOC1 (THF). Reaction conditions: temperature 0 celsius. The product is [Si](C)(C)(C(C)(C)C)OC1CC(C1)N1N=CC(=C1)B1OC(C(O1)(C)C)(C)C (1-(3-{[tert-butyl(dimethyl)silyl]oxy}cyclobutyl)-4-(4,4,5,5-tetramethyl-1,3,2-dioxaborolan-2-yl)-1H-pyrazole). Reaction SMILES: C([Mg]Cl)(C)C.[C:6]([Si:10]([CH3:23])([CH3:22])[O:11][CH:12]1[CH2:15][CH:14]([N:16]2[CH:20]=[C:19](I)[CH:18]=[N:17]2)[CH2:13]1)([CH3:9])([CH3:8])[CH3:7].CO[B:26]1[O:30][C:29]([CH3:32])([CH3:31])[C:28]([CH3:34])([CH3:33])[O:27]1>C1COCC1>[Si:10]([O:11][CH:12]1[CH2:15][CH:14]([N:16]2[CH:20]=[C:19]([B:26]3[O:30][C:29]([CH3:32])([CH3:31])[C:28]([CH3:34])([CH3:33])[O:27]3)[CH:18]=[N:17]2)[CH2:13]1)([C:6]([CH3:9])([CH3:8])[CH3:7])([CH3:23])[CH3:22]. Reported procedure: Over the course of 5 minutes, a 2.00 M solution of isopropylmagnesium chloride in THF (0.13084 mL, 0.26168 mmol) was added dropwise to an ice cooled solution of 1-[3-(tert-butyl-dimethyl-silanyloxy)-cyclobutyl]-4-iodo-1H-pyrazole (Compound 100B, 30.00 mg, 0.07930 mmol) in THF (0.33 mL). The reaction mixture was stirred at 0° C. for another hour. 2-Methoxy-4,4,5,5-tetramethyl-1,3,2-dioxaborolane (0.057933 mL, 0.33939 mmol) was added at 0° C. and then the mixture was stirred at rt for another hour... The product is COCC(C)Oc1cc(O[Si](C(C)C)(C(C)C)C(C)C)cc(-c2ccc(C(=O)NCC(O)CO)[nH]2)c1. Reactants: COCC(C)Oc1cc(O[Si](C(C)C)(C(C)C)C(C)C)cc(-c2ccc(C(=O)O)[nH]2)c1, COc1nc(OC)nc([N+]2(C)CCOCC2)n1, CO, [Cl-], NCC(O)CO, O. As a reaction SMILES: [CH3:1][O:2][CH2:3][CH:4]([O:5][c:6]1[cH:7][c:8](-[c:23]2[cH:24][cH:25][c:26]([C:28](=[O:29])[OH:30])[nH:27]2)[cH:9][c:10]([O:12][Si:13]([CH:14]([CH3:15])[CH3:16])([CH:17]([CH3:18])[CH3:19])[CH:20]([CH3:21])[CH3:22])[cH:11]1)[CH3:31].[CH3:39][O:40][c:41]1[n:42][c:43]([O:44][CH3:45])[n:46][c:47]([N+:48]2([CH3:49])[CH2:50][CH2:51][O:52][CH2:53][CH2:54]2)[n:55]1.[CH3:57][OH:58].[Cl-:38].[NH2:32][CH2:33][CH:34]([CH2:35][OH:36])[OH:37].[OH2:56]>>[CH3:1][O:2][CH2:3][CH:4]([O:5][c:6]1[cH:7][c:8](-[c:23]2[cH:24][cH:25][c:26]([C:28](=[O:29])[NH:32][CH2:33][CH:34]([CH2:35][OH:36])[OH:37])[nH:27]2)[cH:9][c:10]([O:12][Si:13]([CH:14]([CH3:15])[CH3:16])([CH:17]([CH3:18])[CH3:19])[CH:20]([CH3:21])[CH3:22])[cH:11]1)[CH3:31].